This data is from the Open Reaction Database (ORD), a public repository of structured organic reaction records. The task is: describe an organic reaction: reactants, conditions, products, and yield Reactants: BrCCCOC1=CC=C(C=C1)C(C(CC(=O)O)C)=O (4-(3-bromopropyloxy)-γ-oxo-β-methylbenzenebutanoic acid), cupric sulfate, C(C)(=O)OC(=C)C (isopropenyl acetate). The solvent is C1(=CC=CC=C1)C (toluene). Reaction conditions: temperature 10 celsius, time 90 minute. Product: BrCCCOC1=CC=C(C=C1)[C@@H]1[C@@H](CC(O1)=O)C ((5S, 4R)-5(4-(3-bromopropyloxy)phenyl)-4-methyl-2,3,4,5-tetra-hydrofuran-2-one). Reaction SMILES: [Br:1][CH2:2][CH2:3][CH2:4][O:5][C:6]1[CH:11]=[CH:10][C:9]([C:12](=[O:19])[CH:13]([CH3:18])[CH2:14][C:15]([OH:17])=O)=[CH:8][CH:7]=1.C(OC(C)=C)(=O)C>C1(C)C=CC=CC=1>[Br:1][CH2:2][CH2:3][CH2:4][O:5][C:6]1[CH:7]=[CH:8][C:9]([C@H:12]2[O:19][C:15](=[O:17])[CH2:14][C@H:13]2[CH3:18])=[CH:10][CH:11]=1. Procedure details: A mixture of 4-(3-bromopropyloxy)-γ-oxo-β-methylbenzenebutanoic acid (50 g), anhydrous cupric sulfate (50 g), isopropenyl acetate (200 ml) and toluene (200 ml) was refluxed in an atmosphere of nitrogen for 30 minutes during which about 150 ml of the distillate was collected. The mixture was cooled, diluted with ethyl acetate (150 ml) and filtered through a bed of Celite. The solid was washed with ethyl acetate (150 ml) and the combined filtrates were washed with saturated NaHCO3 (100 ml×4), brin... RXN SMILES: [Br:16][c:17]1[n:18](-[c:28]2[c:29](-[c:34]3[n:35][n:36][n:37]([C:39]([c:40]4[cH:41][cH:42][cH:43][cH:44][cH:45]4)([c:46]4[cH:47][cH:48][cH:49][cH:50][cH:51]4)[c:52]4[cH:53][cH:54][cH:55][cH:56][cH:57]4)[n:38]3)[cH:30][cH:31][cH:32][cH:33]2)[n:19][c:20]2[cH:21][cH:22][c:23]([CH2:26][Br:27])[cH:24][c:25]12.[CH2:3]([CH3:4])[c:5]1[nH:6][c:7]2[c:8]([n:9][c:10]([CH3:14])[cH:11][c:12]2[CH3:13])[n:15]1.[H-:1].[Na+:2].[O:58]=[CH:59][N:60]([CH3:61])[CH3:62]>>[CH2:3]([CH3:4])[c:5]1[n:6][c:7]2[c:8]([n:9][c:10]([CH3:14])[cH:11][c:12]2[CH3:13])[n:15]1[CH2:26][c:23]1[cH:22][cH:21][c:20]2[n:19][n:18](-[c:28]3[c:29](-[c:34]4[n:35][n:36][n:37]([C:39]([c:40]5[cH:41][cH:42][cH:43][cH:44][cH:45]5)([c:46]5[cH:47][cH:48][cH:49][cH:50][cH:51]5)[c:52]5[cH:53][cH:54][cH:55][cH:56][cH:57]5)[n:38]4)[cH:30][cH:31][cH:32][cH:33]3)[c:17]([Br:16])[c:25]2[cH:24]1. The reactants are BrCc1ccc2nn(-c3ccccc3-c3nnn(C(c4ccccc4)(c4ccccc4)c4ccccc4)n3)c(Br)c2c1, CCc1nc2nc(C)cc(C)c2[nH]1, [H-], [Na+], CN(C)C=O. The product is CCc1nc2c(C)cc(C)nc2n1Cc1ccc2nn(-c3ccccc3-c3nnn(C(c4ccccc4)(c4ccccc4)c4ccccc4)n3)c(Br)c2c1. Reactants: ClC=1C=C(C=CC1Cl)[C@@H](CCI)NC(OC(C)(C)C)=O ((R)-tert-butyl 1-(3,4-dichlorophenyl)-3-iodopropylcarbamate), [C-]#N.[Na+] (NaCN), O (water). The solvent is CS(=O)C (DMSO). Run at temperature 80 celsius, time 8 hour. Product: C(#N)CC[C@H](C1=CC(=C(C=C1)Cl)Cl)NC(OC(C)(C)C)=O ((R)-tert-butyl 3-cyano-1-(3,4-dichlorophenyl)propylcarbamate). Yield: 86.3%. RXN SMILES: [Cl:1][C:2]1[CH:3]=[C:4]([C@H:9]([NH:13][C:14](=[O:20])[O:15][C:16]([CH3:19])([CH3:18])[CH3:17])[CH2:10][CH2:11]I)[CH:5]=[CH:6][C:7]=1[Cl:8].[C-:21]#[N:22].[Na+].O>CS(C)=O>[C:21]([CH2:11][CH2:10][C@@H:9]([NH:13][C:14](=[O:20])[O:15][C:16]([CH3:19])([CH3:18])[CH3:17])[C:4]1[CH:5]=[CH:6][C:7]([Cl:8])=[C:2]([Cl:1])[CH:3]=1)#[N:22] |f:1.2|. Procedure details: To a stirred solution of 366 (810 mg, 1.88 mmol) in DMSO (4 mL) at RT was added NaCN (102 mg, 2.07 mmol) and the resulting mixture was stirred at 80° C. overnight. The mixture was poured into water, extracted with EtOAc, washed with brine, dried (MgSO4), and concentrated. The product was purified by SiO2 chromatography eluting with 20% EtOAc/hexanes to afford 534 mgs (86%) of (R)-tert-butyl 3-cyano-1-(3,4-dichlorophenyl)propylcarbamate (368). The reactants are [BH4-], CC(N)C(=O)O, O=Cc1ccccc1O, [Na+], [Na+], [OH-]. Product: CC(NCc1ccccc1O)C(=O)O. As a reaction SMILES: [BH4-:16].[CH3:1][CH:2]([NH2:3])[C:4]([OH:5])=[O:6].[CH:7](=[O:8])[c:9]1[cH:10][cH:11][cH:12][cH:13][c:14]1[OH:15].[Na+:17].[Na+:19].[OH-:18]>>[CH3:1][CH:2]([NH:3][CH2:7][c:9]1[cH:10][cH:11][cH:12][cH:13][c:14]1[OH:15])[C:4]([OH:5])=[O:6]. The reactants are ClC1=CC=C(C=C1)S(=O)(=O)C1(CCSCC1)C1=C(C=CC(=C1)F)F (4-[(4-chlorophenyl)sulfonyl]-4-(2,5-difluorophenyl)tetrahydrothiopyran), ClC1=CC(=CC=C1)C(=O)OO (3-chloroperbenzoic acid), CCCCCC (hexane). Run in C(C)OCC (diethyl ether), ClCCl (dichloromethane). Conditions: time 14 hour. Yields the product ClC1=CC=C(C=C1)S(=O)(=O)C1(CCS(CC1)=O)C1=C(C=CC(=C1)F)F (4-[(4-Chlorophenyl)sulfonyl]-4-(2,5-difluorophenyl)tetrahydrothiopyran-1-on). The yield is 79.3%. Reaction SMILES: [Cl:1][C:2]1[CH:7]=[CH:6][C:5]([S:8]([C:11]2([C:17]3[CH:22]=[C:21]([F:23])[CH:20]=[CH:19][C:18]=3[F:24])[CH2:16][CH2:15][S:14][CH2:13][CH2:12]2)(=[O:10])=[O:9])=[CH:4][CH:3]=1.ClC1C=CC=C(C(OO)=[O:33])C=1.CCCCCC>ClCCl.C(OCC)C>[Cl:1][C:2]1[CH:7]=[CH:6][C:5]([S:8]([C:11]2([C:17]3[CH:22]=[C:21]([F:23])[CH:20]=[CH:19][C:18]=3[F:24])[CH2:16][CH2:15][S:14](=[O:33])[CH2:13][CH2:12]2)(=[O:9])=[O:10])=[CH:4][CH:3]=1. Reported procedure: In dichloromethane (30 ml) was dissolved 4-[(4-chlorophenyl)sulfonyl]-4-(2,5-difluorophenyl)tetrahydrothiopyran (200 mg, 0.508 mmol). Under ice cooling, 3-chloroperbenzoic acid (106 mg, 0.614 mmol) was added. After stirring at room temperature for 14 hours, the reaction mixture was concentrated under reduced pressure. The residue thus obtained was subjected to flash silica gel chromatography, and the fraction obtained from the hexane:ethyl acetate=1:1 eluate was concentrated under reduced pressu... Starting materials: C(C)OC(C)=O (ethylacetate), FC=1C=NC=CC1C(C)=O (3-fluoro-4-acetylpyridine), BrBr (bromine). Run in C(C)(=O)O (acetic acid), Br (hydrobromic acid), C(C)(=O)O (acetic acid). Run at temperature 60 celsius, time 2.5 hour. The product is Br.BrCC(=O)C1=C(C=NC=C1)F (2-Bromo-1-(3-fluoropyridin-4-yl)ethanone hydrobromide). Isolated yield 82.0%. Reaction SMILES: [F:1][C:2]1[CH:3]=[N:4][CH:5]=[CH:6][C:7]=1[C:8](=[O:10])[CH3:9].[Br:11]Br.C(OC(=O)C)C>C(O)(=O)C.Br>[BrH:11].[Br:11][CH2:9][C:8]([C:7]1[CH:6]=[CH:5][N:4]=[CH:3][C:2]=1[F:1])=[O:10] |f:5.6|. Procedure details: Into a stirred solution of 3-fluoropyridine (14 g, 144.2 mmol) in anhydrous THF (150 mL), cooled to −78° C. and under argon, 79.2 mL (158.6 mmol) of a 2N solution of lithiumdiisopropylamide (LDA) in n-heptane, THF, ethylbenzene, were slowly dropped in about 1 h. After stirring for 2.5 h a cooled solution (ca. 0° C.) of acetaldehyde (8.9 mL, 158.5 mmol) in 25 mL of anhydrous THF was slowly dropped and the reaction mixture was stirred at −78° C. for 1.5 h. The solution was warmed to −30° C. and a ... Starting materials: CC(C)(C)[O-], CN1CCCC1=O, O=[N+]([O-])c1ccc(F)cc1, [K+], [K+], [K+], Cc1cccnc1N, O=C([O-])[O-], O. The product is Cc1cccnc1Nc1ccc([N+](=O)[O-])cc1. As a reaction SMILES: [CH3:25][C:26]([CH3:27])([O-:28])[CH3:29].[CH3:32][N:33]1[CH2:34][CH2:35][CH2:36][C:37]1=[O:38].[F:1][c:2]1[cH:3][cH:4][c:5]([N+:8](=[O:9])[O-:10])[cH:6][cH:7]1.[K+:19].[K+:20].[K+:30].[NH2:11][c:12]1[n:13][cH:14][cH:15][cH:16][c:17]1[CH3:18].[O-:21][C:22]([O-:23])=[O:24].[OH2:31]>>[c:2]1([NH:11][c:12]2[n:13][cH:14][cH:15][cH:16][c:17]2[CH3:18])[cH:3][cH:4][c:5]([N+:8](=[O:9])[O-:10])[cH:6][cH:7]1.